This data is from the Open Reaction Database (ORD), a public repository of structured organic reaction records. The task is: describe an organic reaction: reactants, conditions, products, and yield Reactants: ClC1=CC=C(C=C1)[N+](=O)[O-] (1-chloro-4-nitro benzene), CN1CCNCC1 (1-methyl piperazine), C(C)N(C(C)C)C(C)C (ethyl-diisopropylamine). The solvent is C1CCOC1 (THF). Reaction conditions: time 12 hour. The product is CN1CCN(CC1)C1=CC=C(C=C1)[N+](=O)[O-] (1-methyl-4-(4-nitro-phenyl)-piperazine). Isolated yield 42.8%. Reaction SMILES: Cl[C:2]1[CH:7]=[CH:6][C:5]([N+:8]([O-:10])=[O:9])=[CH:4][CH:3]=1.[CH3:11][N:12]1[CH2:17][CH2:16][NH:15][CH2:14][CH2:13]1.C(N(C(C)C)C(C)C)C>C1COCC1>[CH3:11][N:12]1[CH2:17][CH2:16][N:15]([C:2]2[CH:7]=[CH:6][C:5]([N+:8]([O-:10])=[O:9])=[CH:4][CH:3]=2)[CH2:14][CH2:13]1. Reported procedure: A mixture of 1-chloro-4-nitro benzene (3 g, 19 mmol), 1-methyl piperazine (2.28 g, 22.8 mmol) and ethyl-diisopropylamine (2 ml) in THF (20 ml) was stirred at room temperature for 12 hr. The reaction mixture was concentrated under reduced pressure to give a residue, which was then partitioned between dichloromethane and water. The organic layer was separated and evaporated under reduced pressure to give crude compound, which was purified by column chromatography over silica gel, using ethyl aceta... The reactants are CC=1N(C(=CC1)C)C1=NC=C(C=C1)I (2-(2,5-dimethyl-1H-pyrrol-1-yl)-5-iodo-pyridine), [Na] (Sodium), C(C)(C)OC(C)C (isopropylether), [NH4+].[Cl-] (NH4Cl). The reagents and catalysts are [Cu]I (CuI). Run in CN(C)C=O (DMF), CO (methanol). Reaction conditions: temperature 80 celsius, time 8 hour. Yields the product CC=1N(C(=CC1)C)C1=NC=C(C=C1)OC (2-(2,5-dimethyl-1H-pyrrol-1-yl)-5-methoxy-pyridine). Isolated yield 100.0%. As a reaction SMILES: [Na].[CH3:2][C:3]1[N:4]([C:9]2[CH:14]=[CH:13][C:12](I)=[CH:11][N:10]=2)[C:5]([CH3:8])=[CH:6][CH:7]=1.[CH:16]([O:19]C(C)C)(C)C.[NH4+].[Cl-]>CO.[Cu]I.CN(C=O)C>[CH3:2][C:3]1[N:4]([C:9]2[CH:14]=[CH:13][C:12]([O:19][CH3:16])=[CH:11][N:10]=2)[C:5]([CH3:8])=[CH:6][CH:7]=1 |f:3.4,^1:0|. Procedure details: Sodium (3.0 equiv., 735 mmol, 16.9 g) was dissolved in dry methanol (240 ml). DMF (160 ml), CuI (0.15 equiv., 37 mmol, 7.0 g) and N-protected 2-(2,5-dimethyl-1H-pyrrol-1-yl)-5-iodo-pyridine (I17) (1.0 equiv., 245 mmol, 73.0 g) were added. The reaction mixture was heated to 80° C. for 3 h. After the mixture had been allowed to cool to room temperature, isopropylether and an aqueous NH4Cl solution (5%) were added, the mixture was stirred overnight. The solids were filtered off over Celite and the ... The reactants are Cl (HCl), NC=1C=C(C=CC1)C1=C(C=NC2=C(C=CC=C12)C(F)(F)F)C#N (4-(3-aminophenyl)-8-(trifluoromethyl)quinoline-3-carbonitrile), OO (hydrogen peroxide), [OH-].[Na+] (NaOH). The solvent is C(C)O (ethanol). Reaction conditions: temperature 40 celsius. The product is NC=1C=C(C=CC1)C1=C(C=NC2=C(C=CC=C12)C(F)(F)F)C(=O)N (4-(3-AMINOPHENYL)-8-(TRIFLUOROMETHYL)QUINOLINE-3-CARBOXAMIDE). As a reaction SMILES: [NH2:1][C:2]1[CH:3]=[C:4]([C:8]2[C:17]3[C:12](=[C:13]([C:18]([F:21])([F:20])[F:19])[CH:14]=[CH:15][CH:16]=3)[N:11]=[CH:10][C:9]=2[C:22]#[N:23])[CH:5]=[CH:6][CH:7]=1.[OH:24]O.[OH-].[Na+].Cl>C(O)C>[NH2:1][C:2]1[CH:3]=[C:4]([C:8]2[C:17]3[C:12](=[C:13]([C:18]([F:21])([F:19])[F:20])[CH:14]=[CH:15][CH:16]=3)[N:11]=[CH:10][C:9]=2[C:22]([NH2:23])=[O:24])[CH:5]=[CH:6][CH:7]=1 |f:2.3|. Procedure: A mixture of 4-(3-aminophenyl)-8-(trifluoromethyl)quinoline-3-carbonitrile (0.30 g, 0.96 mmol), 30% hydrogen peroxide (5 mL), NaOH (0.5 g, 12 mmol) and ethanol (15 mL) was heated to ˜40° C. for 3 hours. The pH of the solution was adjusted to ˜6 by diluted HCl. The reaction mixture was partitioned between ethyl acetate and water and the aqueous layer was extracted with ethyl acetate. The combined organic phases were washed with water, brine, and dried with magnesium sulfate. The organic phases we... Reactants: CNCCCCCC (N-methylhexylamine), ClC1=C(C=CCCl)C=C(C=C1)[N+](=O)[O-] (2-chloro5-nitrocinnamyl chloride), O1CCCC1 (tetrahydrofuran), O1CCCC1 (tetrahydrofuran). The solvent is C(C)(=O)OCC (ethyl acetate). Reaction conditions: time 2 hour. Yields the product CN(C(C=CC1=C(C=CC(=C1)[N+](=O)[O-])Cl)=O)CCCCCC (2-chloro-5-nitrocinnamic acid-N-methyl-N-hexylamide). The yield is 81.0%. RXN SMILES: [CH3:1][NH:2][CH2:3][CH2:4][CH2:5][CH2:6][CH2:7][CH3:8].[Cl:9][C:10]1[CH:19]=[CH:18][C:17]([N+:20]([O-:22])=[O:21])=[CH:16][C:11]=1[CH:12]=[CH:13][CH2:14]Cl.[O:23]1CCCC1>C(OCC)(=O)C>[CH3:1][N:2]([CH2:3][CH2:4][CH2:5][CH2:6][CH2:7][CH3:8])[C:14](=[O:23])[CH:13]=[CH:12][C:11]1[CH:16]=[C:17]([N+:20]([O-:22])=[O:21])[CH:18]=[CH:19][C:10]=1[Cl:9]. Reported procedure: At 0° to 5° C., 11.5 g (0.10 mol) of N-methylhexylamine in 100 ml of tetrahydrofuran was added to a solution of 12.3 g (0.05 mol) of 2-chloro5-nitrocinnamyl chloride in 40 ml of tetrahydrofuran. After the mixture had been stirred for 2 hours, the solvent was removed, and the residue thus obtained was dissolved in ethyl acetate and extracted with 5% strength sodium hydroxide solution. The organic phase was washed with water, followed by separation and drying, to give 13.3 g (81% of theory) of 2-c... The yield is 89.3%. Starting materials: C([O-])([O-])=O.[K+].[K+] (potassium carbonate), C(C)O (ethanol), Cl.CN(CCCSC1=C(NC(C=CC2=CC=CC=C2)=O)C=CC=C1)C (2'-(3-Dimethylaminopropylthio)cinnamanilide, hydrochloride), polyphosphoric acid, ice. Reaction SMILES: Cl.[CH3:2][N:3]([CH3:25])[CH2:4][CH2:5][CH2:6][S:7][C:8]1[CH:24]=[CH:23][CH:22]=[CH:21][C:9]=1[NH:10][C:11](=[O:20])[CH:12]=[CH:13][C:14]1[CH:19]=[CH:18][CH:17]=[CH:16][CH:15]=1.C(=O)([O-])[O-].[K+].[K+].C(O)C>CCOCC>[CH3:25][N:3]([CH3:2])[CH2:4][CH2:5][CH2:6][S:7][C:8]1[CH:24]=[CH:23][CH:22]=[C:21]2[C:9]=1[NH:10][C:11](=[O:20])[CH2:12][CH:13]2[C:14]1[CH:15]=[CH:16][CH:17]=[CH:18][CH:19]=1 |f:0.1,2.3.4|. Conditions: temperature 60 celsius. Run in CCOCC (ether). Product: CN(CCCSC=1C=CC=C2C(CC(NC12)=O)C1=CC=CC=C1)C (8-[[3-(Dimethylamino)propyl]thio]-3,4-dihydro-4-phenyl-2(1H)-quinolinone). Procedure: 2'-(3-Dimethylaminopropylthio)cinnamanilide, hydrochloride (30.0g) is mixed with polyphosphoric acid (700g) with stirring and heating. The temperature is allowed to reach 130°-145° C where the mixture is maintained for 15 minutes. After cooling to 60° C, the mixture is poured onto 2 liters of crushed ice and gradually treated with 1 kg. of potassium carbonate (foaming is partially controlled by addition of ethanol and ether). The basic solution is extracted with 200 ml of ether-100 ml of chlorof...